From a dataset of the Open Reaction Database (ORD), a public repository of structured organic reaction records. describe an organic reaction: reactants, conditions, products, and yield The reactants are O.OC=1C=C2C(C(C(C2=CC1)=O)=O)=O (5-hydroxyindan-1,2,3-trione, monohydrate), Cl.NNC(=O)N (semicarbazide hydrochloride). Reaction SMILES: O.[OH:2][C:3]1[CH:4]=[C:5]2[C:9](=[CH:10][CH:11]=1)[C:8](=[O:12])[C:7](=O)[C:6]2=[O:14].Cl.[NH2:16][NH:17][C:18]([NH2:20])=[O:19]>>[OH:2][C:3]1[CH:4]=[C:5]2[C:9](=[CH:10][CH:11]=1)[C:8](=[O:12])[C:7](=[N:16][NH:17][C:18]([NH2:20])=[O:19])[C:6]2=[O:14] |f:0.1,2.3|. Product: OC=1C=C2C(C(C(C2=CC1)=O)=NNC(=O)N)=O (5-hydroxy-2-semicarbazono-indan-1,3-dione). Reported procedure: 5-hydroxyindan-1,2,3-trione, monohydrate, semicarbazide hydrochloride, reflux for 4 hours. Starting materials: O=C1CCC(=O)N1Br, O=C(OOC(=O)c1ccccc1)c1ccccc1, Cc1ccc(C2(C(=O)O)CCCC2)cc1, ClC(Cl)(Cl)Cl. Yields the product O=C(O)C1(c2ccc(CBr)cc2)CCCC1. Reaction SMILES: [Br:16][N:17]1[C:18](=[O:19])[CH2:20][CH2:21][C:22]1=[O:23].[C:24]([O:25][O:26][C:27](=[O:28])[c:29]1[cH:30][cH:31][cH:32][cH:33][cH:34]1)(=[O:35])[c:36]1[cH:37][cH:38][cH:39][cH:40][cH:41]1.[CH3:1][c:2]1[cH:3][cH:4][c:5]([C:8]2([C:13](=[O:14])[OH:15])[CH2:9][CH2:10][CH2:11][CH2:12]2)[cH:6][cH:7]1.[Cl:42][C:43]([Cl:44])([Cl:45])[Cl:46]>>[CH2:1]([c:2]1[cH:3][cH:4][c:5]([C:8]2([C:13](=[O:14])[OH:15])[CH2:9][CH2:10][CH2:11][CH2:12]2)[cH:6][cH:7]1)[Br:16]. Starting materials: N1N=CC=C1 (pyrazole), NC1=CC(=NN1C(=O)OC(C)(C)C)C(=O)OC (5-Amino-1-tert-butoxycarbonyl-3-methoxycarbonylpyrazole), O=C1C(N=C(C2=C(N1)C=CC=C2)C2=CC=CC=C2)NC(=O)C2=NN(C(=C2C)NC(C2=C(C=CC=C2)Cl)=O)C2=NC=CC=C2 (4-methyl-5-(2-chloro-benzoylamino)-1-(pyridine-2-yl)-pyrazole-3-carboxylic acid (2-oxo-5-phenyl-2,3-dihydro-1H-benzo[e][1,4]diazepin-3-yl)amide), C(C)OC(=O)C1=NN(C(=C1C)N)C1=CC=CC=C1 (5-amino-4-methyl-1-phenyl-1H-pyrazole-3-carboxylic acid ethyl ester), C(C)OC(C(C(C)C#N)=O)=O (3-cyano-3-methyl-2-oxopropanoic acid ethyl ester). Yields the product N1(CCC(CC1)CCNC(=O)C1=NN(C(=C1C)NC(C1=C(C=CC=C1)Cl)=O)C1=CC=CC=C1)C1=CC=NC=C1 (4-methyl-5-(2-chloro-benzoylamino)-1-phenyl-pyrazole-3-carboxylic acid [2-(3,4,5,6-tetrahydro-2H-[1,4′]bipyridin-4-yl)-ethyl]amide). Reaction SMILES: N1C=C[CH:3]=N1.C(OC(C1C(C)=C(N)N([C:18]2[CH:23]=[CH:22][CH:21]=[CH:20][CH:19]=2)N=1)=O)C.C(O[C:27](=O)[C:28](=O)[CH:29]([C:31]#[N:32])C)C.N[C:36]1[N:40]([C:41](OC(C)(C)C)=O)N=[C:38]([C:48](OC)=O)[CH:37]=1.O=[C:53]1NC2C=CC=CC=2C(C2C=CC=CC=2)=N[CH:54]1[NH:70][C:71]([C:73]1[C:77]([CH3:78])=[C:76]([NH:79][C:80](=[O:88])[C:81]2[CH:86]=[CH:85][CH:84]=[CH:83][C:82]=2[Cl:87])[N:75](C2C=CC=CN=2)[N:74]=1)=[O:72]>>[N:40]1([C:28]2[CH:27]=[CH:3][N:32]=[CH:31][CH:29]=2)[CH2:36][CH2:37][CH:38]([CH2:53][CH2:54][NH:70][C:71]([C:73]2[C:77]([CH3:78])=[C:76]([NH:79][C:80](=[O:88])[C:81]3[CH:86]=[CH:85][CH:84]=[CH:83][C:82]=3[Cl:87])[N:75]([C:18]3[CH:19]=[CH:20][CH:21]=[CH:22][CH:23]=3)[N:74]=2)=[O:72])[CH2:48][CH2:41]1. Procedure: The pyrazole acid, prepared as described in Procedure 8 using 5-amino-4-methyl-1-phenyl-1H-pyrazole-3-carboxylic acid ethyl ester (prepared as described in Procedure 41 using 3-cyano-3-methyl-2-oxopropanoic acid ethyl ester (U.S. Pat. No. 4,652,669)) in place of compound 20, was coupled to 2-(3,4,5,6-tetrahydro-2H-[1,4′]bipyridin-4-yl)ethylamine (prepared as described in Procedure 14) using the method of Procedure 10. Reactants: O=C1c2c(Cl)cc(Br)cc2CN1Cc1ccc(OC(F)(F)F)cc1, C#CC[Si](C)(C)C, CC(C)NC(C)C, ClCCl, [Cu]I, Cl[Pd]Cl, c1ccc(P(c2ccccc2)c2ccccc2)cc1, c1ccc(P(c2ccccc2)c2ccccc2)cc1. Product: C[Si](C)(C)C#Cc1cc(Cl)c2c(c1)CN(Cc1ccc(OC(F)(F)F)cc1)C2=O. Reaction SMILES: [Br:1][c:2]1[cH:3][c:4]2[c:8]([c:9]([Cl:11])[cH:10]1)[C:7](=[O:12])[N:6]([CH2:13][c:14]1[cH:15][cH:16][c:17]([O:20][C:21]([F:22])([F:23])[F:24])[cH:18][cH:19]1)[CH2:5]2.[CH3:25][Si:26]([CH2:27][C:28]#[CH:29])([CH3:30])[CH3:31].[CH:32]([NH:33][CH:34]([CH3:35])[CH3:36])([CH3:37])[CH3:38].[Cl:39][CH2:40][Cl:41].[Cu:83][I:84].[Pd:42]([Cl:43])[Cl:44].[c:45]1([P:46]([c:47]2[cH:48][cH:49][cH:50][cH:51][cH:52]2)[c:53]2[cH:54][cH:55][cH:56][cH:57][cH:58]2)[cH:59][cH:60][cH:61][cH:62][cH:63]1.[c:64]1([P:65]([c:66]2[cH:67][cH:68][cH:69][cH:70][cH:71]2)[c:72]2[cH:73][cH:74][cH:75][cH:76][cH:77]2)[cH:78][cH:79][cH:80][cH:81][cH:82]1>>[c:2]1([C:28]#[C:27][Si:26]([CH3:25])([CH3:30])[CH3:31])[cH:3][c:4]2[c:8]([c:9]([Cl:11])[cH:10]1)[C:7](=[O:12])[N:6]([CH2:13][c:14]1[cH:15][cH:16][c:17]([O:20][C:21]([F:22])([F:23])[F:24])[cH:18][cH:19]1)[CH2:5]2. Yields the product O=C(c1ccc(F)cc1)C1CCN(CCCN2c3ccccc3CCc3ccccc32)CC1. Reaction SMILES: [C:35](=[O:36])([O-:37])[O-:38].[C:43]([OH:44])(=[O:45])[C:46]([OH:47])=[O:48].[CH3:53][N:54]([CH3:55])[CH:56]=[O:57].[CH:49]([OH:50])([CH3:51])[CH3:52].[Cl:1][CH2:2][CH2:3][CH2:4][N:5]1[c:6]2[c:7]([cH:16][cH:17][cH:18][cH:19]2)[CH2:8][CH2:9][c:10]2[c:11]1[cH:12][cH:13][cH:14][cH:15]2.[F:20][c:21]1[cH:22][cH:23][c:24]([C:25](=[O:26])[CH:27]2[CH2:28][CH2:29][NH:30][CH2:31][CH2:32]2)[cH:33][cH:34]1.[K+:39].[K+:40].[OH2:41].[OH2:42]>>[CH2:2]([CH2:3][CH2:4][N:5]1[c:6]2[c:7]([cH:16][cH:17][cH:18][cH:19]2)[CH2:8][CH2:9][c:10]2[c:11]1[cH:12][cH:13][cH:14][cH:15]2)[N:30]1[CH2:29][CH2:28][CH:27]([C:25]([c:24]2[cH:23][cH:22][c:21]([F:20])[cH:34][cH:33]2)=[O:26])[CH2:32][CH2:31]1. The reactants are O=C([O-])[O-], O=C(O)C(=O)O, CN(C)C=O, CC(C)O, ClCCCN1c2ccccc2CCc2ccccc21, O=C(c1ccc(F)cc1)C1CCNCC1, [K+], [K+], O, O.